Dataset: the Open Reaction Database (ORD), a public repository of structured organic reaction records. Task: describe an organic reaction: reactants, conditions, products, and yield As a reaction SMILES: [Cl:1][C:2]1[N:10]=[C:9]2[C:5]([N:6]=[CH:7][N:8]2[C@@H:11]2[O:17][C@H:16]([C:18]([NH:20][CH2:21][CH3:22])=[O:19])[C@@H:14]([OH:15])[C@H:12]2[OH:13])=[C:4]([NH:23][CH2:24][CH:25]([C:32]2[CH:37]=[CH:36][CH:35]=[CH:34][CH:33]=2)[C:26]2[CH:31]=[CH:30][CH:29]=[CH:28][CH:27]=2)[N:3]=1.[NH2:38][CH2:39][CH2:40][C:41]1[N:45]=[CH:44][NH:43][CH:42]=1.Cl>CS(C)=O.C(OCC)(=O)C.CO>[ClH:1].[C:26]1([CH:25]([C:32]2[CH:37]=[CH:36][CH:35]=[CH:34][CH:33]=2)[CH2:24][NH:23][C:4]2[N:3]=[C:2]([NH:38][CH2:39][CH2:40][C:41]3[N:45]=[CH:44][NH:43][CH:42]=3)[N:10]=[C:9]3[C:5]=2[N:6]=[CH:7][N:8]3[C@@H:11]2[O:17][C@H:16]([C:18]([NH:20][CH2:21][CH3:22])=[O:19])[C@@H:14]([OH:15])[C@H:12]2[OH:13])[CH:31]=[CH:30][CH:29]=[CH:28][CH:27]=1 |f:6.7|. Isolated yield 79.9%. Procedure: A solution of 1-[2-chloro-6-[(2,2-diphenylethyl)amino]-9H-purin-9-yl]-1-deoxy-N-ethyl-β-D-ribofuranuronamide (0.155 g,0.296 mmol) and histamine (0.22 g) in dimethylsulphoxide (1.5 ml) was heated at 120° C. for 16h. The mixture was cooled and diluted with ethyl acetate (50 ml) then washed with water (50 ml). The aqueous phase was extracted with ethyl acetate (50 ml) and the combined organic phase was washed with water (50 ml), dried (MgSO4) and evaporated to leave a solid which was treated with 2... Yields the product Cl.C1(=CC=CC=C1)C(CNC1=C2N=CN(C2=NC(=N1)NCCC=1N=CNC1)[C@H]1[C@H](O)[C@H](O)[C@H](O1)C(=O)NCC)C1=CC=CC=C1 (1-Deoxy-1-[6-[(2,2-diphenylethyl)amino]-2-[[2-(1H-imidazol4-yl)ethyl]amino]-9H-purin-9-yl]-N-ethyl-β-D-ribofuranuronamide hydrochloride salt). The reactants are Cl (hydrochloric acid), ClC1=NC(=C2N=CN(C2=N1)[C@H]1[C@H](O)[C@H](O)[C@H](O1)C(=O)NCC)NCC(C1=CC=CC=C1)C1=CC=CC=C1 (1-[2-chloro-6-[(2,2-diphenylethyl)amino]-9H-purin-9-yl]-1-deoxy-N-ethyl-β-D-ribofuranuronamide), NCCC1=CNC=N1 (histamine). Run in CO (methanol), C(C)(=O)OCC (ethyl acetate), CS(=O)C (dimethylsulphoxide). Reactants: FC=1C=CC2=C(OCC3=C(C2=O)C=CC=C3)C1 (3-fluoro-6,11-dihydrodibenz[b,e]oxepin-11-one), [BH4-].[Na+] (sodium borohydride), O (water). Run in CO (methanol). Run at time 1 hour. Product: FC=1C=CC2=C(OCC3=C(C2O)C=CC=C3)C1 (3-fluoro-6,11-dihydrodibenz[b,e]oxepin-11-ol). Isolated yield 94.2%. RXN SMILES: [F:1][C:2]1[CH:3]=[CH:4][C:5]2[C:11](=[O:12])[C:10]3[CH:13]=[CH:14][CH:15]=[CH:16][C:9]=3[CH2:8][O:7][C:6]=2[CH:17]=1.[BH4-].[Na+].O>CO>[F:1][C:2]1[CH:3]=[CH:4][C:5]2[CH:11]([OH:12])[C:10]3[CH:13]=[CH:14][CH:15]=[CH:16][C:9]=3[CH2:8][O:7][C:6]=2[CH:17]=1 |f:1.2|. Procedure details: To a solution of 2.0 g of 3-fluoro-6,11-dihydrodibenz[b,e]oxepin-11-one in 20 ml of methanol is added 0.5 g of sodium borohydride with ice-cooling and then the mixture is stirred at the same temperature for 1 hour. The reaction mixture is poured into water and the resultant is extracted with toluene. The extract is washed with water and then dried over magnesium sulfate. Toluene is distilled off to give 1.9 g of 3-fluoro-6,11-dihydrodibenz[b,e]oxepin-11-ol (crystals). Mass spectrum m/z: 230(M+). The reactants are C(=O)(OC)C1=CC(NC2=CC=CC=C12)=O (4-carbomethoxy quinolin-2-one), O=P(Cl)(Cl)Cl (POCl3), ice water. The solvent is C1(=CC=CC=C1)C (toluene). The product is ClC1=NC2=CC=CC=C2C(=C1)C(=O)OC (2-chloro-4-carbomethoxyquinoline). Reaction SMILES: [C:1]([C:5]1[C:14]2[C:9](=[CH:10][CH:11]=[CH:12][CH:13]=2)[NH:8][C:7](=O)[CH:6]=1)([O:3][CH3:4])=[O:2].O=P(Cl)(Cl)[Cl:18]>C1(C)C=CC=CC=1>[Cl:18][C:7]1[CH:6]=[C:5]([C:1]([O:3][CH3:4])=[O:2])[C:14]2[C:9](=[CH:10][CH:11]=[CH:12][CH:13]=2)[N:8]=1. Procedure details: A stirred solution of 4-carbomethoxy quinolin-2-one (prepared as shown in Method D (1.76 g, 9 mmol), POCl3 (4.6 g, 30 mmol) in toluene (40 mL) was heated at reflux for 2 h then allowed to cool to room temperature and poured into ice water (50 mL). The mixture was extracted with ethyl acetate (3×50 mL). The organics were combined, washed with water, brine, dried (MgSO4) and concentrated in vacuo to afford the desired 2-chloro-4-carbomethoxyquinoline lv (1.50 mg). 1H NMR (DMSO-d6) δ 8.54 (d, J=8 H...